This data is from the Open Reaction Database (ORD), a public repository of structured organic reaction records. The task is: describe an organic reaction: reactants, conditions, products, and yield The solvent is CCN(CC)CC (Et3N). Starting materials: ClCCl (dichloromethane), CN(CC#C)C (1-dimethylamino-2-propyne), ClC1=CC=C(CNC(=O)C=2C=NC3=C(C=C(C=C3C2O)CN2CCOCC2)I)C=C1 (N-(4-chlorobenzyl)-4-hydroxy-8-iodo-6-(4-morpholinylmethyl)-3-quinolinecarboxamide). Conditions: time 10 day. Procedure details: To a flame-dried flask under a nitrogen atmosphere is added N-(4-chlorobenzyl)-4-hydroxy-8-iodo-6-(4-morpholinylmethyl)-3-quinolinecarboxamide (269 mg) of Preparation 26, PdCl2(PPh3)2 (35 mg), and CuI (12 mg). The flask is back-filled with nitrogen gas and charged with dichloromethane (5 mL), Et3N (0.15 mL), 1-dimethylamino-2-propyne (0.070 mL). The reaction is stirred at room temperature for 10 days. The reaction is concentrated under reduced pressure, treated with ethanol (5 mL) and heated to ... Yields the product ClC1=CC=C(CNC(=O)C2=CN3C4=C(C=C(C=C4C2=O)CN2CCOCC2)C=C3CN(C)C)C=C1 (N-(4-Chlorobenzyl)-2-[(dimethylamino)methyl]-8-(4-morpholinylmethyl)-6-oxo-6H-pyrrolo[3,2,1-ij]quinoline-5-carboxamide). As a reaction SMILES: [Cl:1][C:2]1[CH:30]=[CH:29][C:5]([CH2:6][NH:7][C:8]([C:10]2[CH:11]=[N:12][C:13]3[C:18]([C:19]=2[OH:20])=[CH:17][C:16]([CH2:21][N:22]2[CH2:27][CH2:26][O:25][CH2:24][CH2:23]2)=[CH:15][C:14]=3I)=[O:9])=[CH:4][CH:3]=1.ClCCl.[CH3:34][N:35]([CH3:39])[CH2:36][C:37]#[CH:38]>Cl[Pd](Cl)([P](C1C=CC=CC=1)(C1C=CC=CC=1)C1C=CC=CC=1)[P](C1C=CC=CC=1)(C1C=CC=CC=1)C1C=CC=CC=1.[Cu]I.CCN(CC)CC>[Cl:1][C:2]1[CH:30]=[CH:29][C:5]([CH2:6][NH:7][C:8]([C:10]2[C:19](=[O:20])[C:18]3[C:13]4=[C:14]([CH:38]=[C:37]([CH2:36][N:35]([CH3:39])[CH3:34])[N:12]4[CH:11]=2)[CH:15]=[C:16]([CH2:21][N:22]2[CH2:27][CH2:26][O:25][CH2:24][CH2:23]2)[CH:17]=3)=[O:9])=[CH:4][CH:3]=1 |^1:42,61|. The reagents and catalysts are Cl[Pd]([P](C1=CC=CC=C1)(C2=CC=CC=C2)C3=CC=CC=C3)([P](C4=CC=CC=C4)(C5=CC=CC=C5)C6=CC=CC=C6)Cl (PdCl2(PPh3)2), [Cu]I (CuI).